Dataset: the Open Reaction Database (ORD), a public repository of structured organic reaction records. Task: describe an organic reaction: reactants, conditions, products, and yield The product is C(C1=CC=CC=C1)OC1=CC=C(C=C1)O[C@H](CCCCCC)C ((S)-p-Benzyloxy-(1-methylheptyloxy)benzene). Conditions: time 19 hour. Isolated yield 70.8%. The reactants are C[C@H](CCCCCC)O ((R)-2-octanol), N(=NC(=O)OCC)C(=O)OCC (diethyl azodicarboxylate), C(C1=CC=CC=C1)OC1=CC=C(C=C1)O (p-benzyloxy-phenol), C1(=CC=CC=C1)P(C1=CC=CC=C1)C1=CC=CC=C1 (triphenylphosphine). The solvent is ClCCl (dichloromethane), ClCCl (dichloromethane), ClCCl (dichloromethane). Reagents/catalysts: O (water). Reported procedure: To an argon-flushed flask containing a solution of 3.01 g (15 mmol) of p-benzyloxy-phenol and 1.25 eq of triphenylphosphine in 220 ml in dry dichloromethane, was added a solution of 4.91 g (15.14 mmol) of (R)-2-octanol in 30 ml of dry dichloromethane via syringe. Then 1.20 eq of diethyl azodicarboxylate dissolved in 60 ml of dry dichloromethane was added dropwise for 30 min. The reaction mixture was stirred at room temperature for 19 h, Then 5 drops of water were added and the mixture was stirre... Reaction SMILES: [CH2:1]([O:8][C:9]1[CH:14]=[CH:13][C:12]([OH:15])=[CH:11][CH:10]=1)[C:2]1[CH:7]=[CH:6][CH:5]=[CH:4][CH:3]=1.C1(P(C2C=CC=CC=2)C2C=CC=CC=2)C=CC=CC=1.[CH3:35][C@@H:36](O)[CH2:37][CH2:38][CH2:39][CH2:40][CH2:41][CH3:42].N(C(OCC)=O)=NC(OCC)=O>ClCCl.O>[CH2:1]([O:8][C:9]1[CH:10]=[CH:11][C:12]([O:15][C@@H:36]([CH3:35])[CH2:37][CH2:38][CH2:39][CH2:40][CH2:41][CH3:42])=[CH:13][CH:14]=1)[C:2]1[CH:3]=[CH:4][CH:5]=[CH:6][CH:7]=1. Starting materials: CC=1C=C2C=3C(CCCC3N3C2=C(C1)OCC3C3=CC=CC=C3)=O (5-methyl-1-phenyl-1,2,9,10-tetrahydro[1,4]oxazino[2,3,4-jk]carbazol-7(8H)-one), FC(C(=O)O)(F)F (trifluoroacetic acid), cupric chloride, [Br-].[Li+] (lithium bromide), C([O-])([O-])=O.[Li+].[Li+] (lithium carbonate). Run in C(C)(=O)OCC.C(C)#N (ethyl acetate acetonitrile), C(Cl)Cl (methylene chloride). Run at temperature 90 celsius. Product: CC=1C=C2C3=C(C=CC=C3N3C2=C(C1)OCC3C3=CC=CC=C3)O (5-methyl-1-phenyl-1,2-dihydro[1,4]oxazino[2,3,4-jk]carbazol-7-ol). The yield is 14.5%. Reaction SMILES: [CH3:1][C:2]1[CH:3]=[C:4]2[C:12]3=[C:13]([O:15][CH2:16][CH:17]([C:18]4[CH:23]=[CH:22][CH:21]=[CH:20][CH:19]=4)[N:11]3[C:10]3[CH2:9][CH2:8][CH2:7][C:6](=[O:24])[C:5]2=3)[CH:14]=1.FC(F)(F)C(O)=O.[Br-].[Li+].C(=O)([O-])[O-].[Li+].[Li+]>C(OCC)(=O)C.C(#N)C.C(Cl)Cl>[CH3:1][C:2]1[CH:3]=[C:4]2[C:12]3=[C:13]([O:15][CH2:16][CH:17]([C:18]4[CH:19]=[CH:20][CH:21]=[CH:22][CH:23]=4)[N:11]3[C:10]3[C:5]2=[C:6]([OH:24])[CH:7]=[CH:8][CH:9]=3)[CH:14]=1 |f:2.3,4.5.6,7.8|. Procedure details: To 5-methyl-1-phenyl-1,2,9,10-tetrahydro[1,4]oxazino[2,3,4-jk]carbazol-7(8H)-one (9.0 g, 28.4 mmol) in ethyl acetate/acetonitrile (150 mL/50 mL) is added trifluoroacetic acid (4 mL) and anhydrous cupric chloride (9.7 g, 56.7 mmol). The mixture is heated to reflux at 90° C. for 7 h. The mixture is poured into methylene chloride (500 mL) and filtered to remove inorganic solids. The filtrates are washed with saturated potassium carbonate solution followed by water, dried over magnesium sulfate and ... Starting materials: [BH4-].[Na+] (SODIUM BOROHYDRIDE), C(C)(C)(C)NC1=CC=C2C(=N1)C(CC[C@H](C2)C2=C(C(=CC=C2)F)F)=O ((R)-2-(tert-butylamino)-6-(2,3-difluorophenyl)-7,8-dihydro-5H-cyclohepta[b]pyridin-9(6H)-one), compound. Run in CO (MeOH). Run at time 1 hour. Product: C(C)(C)(C)NC1=CC=C2C(=N1)[C@@H](CC[C@H](C2)C2=C(C(=CC=C2)F)F)O ((6R,9R)-2-(tert-Butylamino)-6-(2,3-difluorophenyl)-6,7,8,9-tetrahydro-5H-cyclohepta[b]pyridin-9-ol). Reaction SMILES: [BH4-].[Na+].[C:3]([NH:7][C:8]1[N:13]=[C:12]2[C:14](=[O:27])[CH2:15][CH2:16][C@@H:17]([C:19]3[CH:24]=[CH:23][CH:22]=[C:21]([F:25])[C:20]=3[F:26])[CH2:18][C:11]2=[CH:10][CH:9]=1)([CH3:6])([CH3:5])[CH3:4]>CO>[C:3]([NH:7][C:8]1[N:13]=[C:12]2[C@H:14]([OH:27])[CH2:15][CH2:16][C@@H:17]([C:19]3[CH:24]=[CH:23][CH:22]=[C:21]([F:25])[C:20]=3[F:26])[CH2:18][C:11]2=[CH:10][CH:9]=1)([CH3:6])([CH3:4])[CH3:5] |f:0.1|. Procedure details: SODIUM BOROHYDRIDE (0.072 g, 1.893 mmol) was added to the MeOH (10 mL) solution of (R)-2-(tert-butylamino)-6-(2,3-difluorophenyl)-7,8-dihydro-5H-cyclohepta[b]pyridin-9(6H)-one (0.2173 g, 0.631 mmol) at rt. The reaction was stirred at room temperature for 1 hour. LCMS showed the reaction was finished. The solvent was removed via vacuum. The crude was separated via flash column eluted with ethyl acetate in hexane from 0 to 35% to 65% to give two compounds. This is the less polar compound (134.9 mg... Reactants: CCCCC=CCCC=CCCCCCCOC(C)=O, OCCCCCCBr, C1CCOC1. The product is CCCCC=CCCC#CCCCCCCOC(C)=O. Reaction SMILES: [C:9]([CH3:10])(=[O:11])[O:12][CH2:13][CH2:14][CH2:15][CH2:16][CH2:17][CH2:18][CH:19]=[CH:20][CH2:21][CH2:22][CH:23]=[CH:24][CH2:25][CH2:26][CH2:27][CH3:28].[CH2:1]([Br:2])[CH2:3][CH2:4][CH2:5][CH2:6][CH2:7][OH:8].[CH2:29]1[O:30][CH2:31][CH2:32][CH2:33]1>>[C:9]([CH3:10])(=[O:11])[O:12][CH2:13][CH2:14][CH2:15][CH2:16][CH2:17][CH2:18][C:19]#[C:20][CH2:21][CH2:22][CH:23]=[CH:24][CH2:25][CH2:26][CH2:27][CH3:28]. The reactants are C1CCOC1 (THF), [Li+].[OH-] (LiOH), CC1=C(C=CC=C1)NC(=O)NC1=CC=C(C=C1)NC(C(CC(=O)NC1=CC=C(C(=O)OCC)C=C1)C1=CC=CC=C1)=O (Ethyl 4-[(4-{[4-({[(2-methylphenyl)amino]carbonyl}amino)phenyl]amino}-4-oxo-3-phenylbutanoyl)amino]benzoate). Run in O (water). Run at time 24 hour. The product is CC1=C(C=CC=C1)NC(=O)NC1=CC=C(C=C1)NC(C(CC(=O)NC1=CC=C(C(=O)O)C=C1)C1=CC=CC=C1)=O (4-[(4-{[4-({[(2-Methylphenyl)amino]carbonyl}amino)phenyl]-amino}-4-oxo-3-phenylbutanoyl)amino]benzoic acid). As a reaction SMILES: [CH3:1][C:2]1[CH:7]=[CH:6][CH:5]=[CH:4][C:3]=1[NH:8][C:9]([NH:11][C:12]1[CH:17]=[CH:16][C:15]([NH:18][C:19](=[O:42])[CH:20]([C:36]2[CH:41]=[CH:40][CH:39]=[CH:38][CH:37]=2)[CH2:21][C:22]([NH:24][C:25]2[CH:35]=[CH:34][C:28]([C:29]([O:31]CC)=[O:30])=[CH:27][CH:26]=2)=[O:23])=[CH:14][CH:13]=1)=[O:10].C1COCC1.[Li+].[OH-]>O>[CH3:1][C:2]1[CH:7]=[CH:6][CH:5]=[CH:4][C:3]=1[NH:8][C:9]([NH:11][C:12]1[CH:13]=[CH:14][C:15]([NH:18][C:19](=[O:42])[CH:20]([C:36]2[CH:41]=[CH:40][CH:39]=[CH:38][CH:37]=2)[CH2:21][C:22]([NH:24][C:25]2[CH:26]=[CH:27][C:28]([C:29]([OH:31])=[O:30])=[CH:34][CH:35]=2)=[O:23])=[CH:16][CH:17]=1)=[O:10] |f:2.3|. Reported procedure: Ethyl 4-[(4-{[4-({[(2-methylphenyl)amino]carbonyl}amino)phenyl]amino}-4-oxo-3-phenylbutanoyl)amino]benzoate (160 mg, 0.28 mmol) was dissolved in water:THF (10 mL; 1:1; v:v) and LiOH (27 mg, 1.13 mmol) was added at 0° C. and the reaction mixture was stirred at r.t. for 24 h. The reaction mixture was acidified, the product was isolated by filtration and purified by flash chromatography (CH2Cl2/MeOH/AcOH; 10/1/0.5) (11 mg, 0.02 mmol). M.p. 169° C. TLC (DCM/MeOH 9/1) Rf 0.27, ESI-MS: 537[M+H]+. The reactants are N(N)C1=CC=C(C(=O)O)C=C1 (4-hydrazinobenzoic acid), C(C)CCCC(=O)CC(=O)[O-] (ethylbutyrylacetate). The product is O=C1CC(=NN1C1=CC=C(C(=O)O)C=C1)CCC (4-(4,5-dihydro-5-oxo-3-propyl-1H-pyrazol-1-yl)-benzoic acid). RXN SMILES: [NH:1]([C:3]1[CH:11]=[CH:10][C:6]([C:7]([OH:9])=[O:8])=[CH:5][CH:4]=1)[NH2:2].[CH2:12]([CH2:14][CH2:15][CH2:16][C:17](CC([O-])=O)=[O:18])[CH3:13]>>[O:18]=[C:17]1[N:1]([C:3]2[CH:4]=[CH:5][C:6]([C:7]([OH:9])=[O:8])=[CH:10][CH:11]=2)[N:2]=[C:15]([CH2:14][CH2:12][CH3:13])[CH2:16]1. Procedure details: From the reaction of 4-hydrazinobenzoic acid and ethylbutyrylacetate, 4-(4,5-dihydro-5-oxo-3-propyl-1H-pyrazol-1-yl)-benzoic acid is obtained. Subsequent reaction with 2-ethylaniline yields 4-(4-(2-ethylanilinomethylene)-4,5-dihydro-5-oxo-3-propyl-1H-pyrazol-1-yl)-benzoic acid, Mp 254.5° C. The reactants are OC1=C(C(OC=2CCCCC12)=O)C1=CC=CC=C1 (4-hydroxy-3-phenyl-5,6,7,8-tetrahydrocoumarin), O1CCN(CC1)CCCCl (3-morpholino-1-chloropropane). Yields the product O1CCN(CC1)CCCOC1=C(C(OC=2CCCCC12)=O)C1=CC=CC=C1 (4-(3'-Morpholinopropoxy)-3-phenyl-5,6,7,8-tetrahydrocoumarin). Isolated yield 45.7%. RXN SMILES: [OH:1][C:2]1[C:11]2[CH2:10][CH2:9][CH2:8][CH2:7][C:6]=2[O:5][C:4](=[O:12])[C:3]=1[C:13]1[CH:18]=[CH:17][CH:16]=[CH:15][CH:14]=1.[O:19]1[CH2:24][CH2:23][N:22]([CH2:25][CH2:26][CH2:27]Cl)[CH2:21][CH2:20]1>>[O:19]1[CH2:24][CH2:23][N:22]([CH2:25][CH2:26][CH2:27][O:1][C:2]2[C:11]3[CH2:10][CH2:9][CH2:8][CH2:7][C:6]=3[O:5][C:4](=[O:12])[C:3]=2[C:13]2[CH:14]=[CH:15][CH:16]=[CH:17][CH:18]=2)[CH2:21][CH2:20]1. Reported procedure: Obtained by causing the reaction, as indicated in Example 14, Stage B, of 14.5 g. (0.06 mol) of 4-hydroxy-3-phenyl-5,6,7,8-tetrahydrocoumarin with 15.6 g. (0.078 mol) of 3-morpholino-1-chloropropane. 10.1 g. of a paste which cannot be crystallised are isolated. Yield 45.7% (theoretical yield 22.1 g.). Reactants: [N+](=O)([O-])C1=C(C=CC=C1)C=1OC=CN1 (2-(2-nitrophenyl)oxazole), [ 1942 ], [H][H] (hydrogen). Reagents/catalysts: [Ni] (Raney-Nickel). The solvent is C(C)O (ethanol). Product: O1C(=NC=C1)C1=C(C=CC=C1)N (2-(2-oxazolyl)benzenamine). Isolated yield 108.7%. As a reaction SMILES: [N+:1]([C:4]1[CH:9]=[CH:8][CH:7]=[CH:6][C:5]=1[C:10]1[O:11][CH:12]=[CH:13][N:14]=1)([O-])=O.[H][H]>[Ni].C(O)C>[O:11]1[CH:12]=[CH:13][N:14]=[C:10]1[C:5]1[CH:6]=[CH:7][CH:8]=[CH:9][C:4]=1[NH2:1]. Procedure: To 19.0 g of 2-(2-nitrophenyl)oxazole, (prepared by the procedure of W. E. Cass, J. Am. Chem. Soc., 64, 785 [1942]) 3.0 g of Raney-Nickel catalyst (purchased from Aldrich Chemical Company, Milwaukee, Wisc. 53201) and 200 ml ethanol were combined and reduced at ambient temperature and at a H2 pressure of 5-50 psi on a Paar Hydrogenator until the hydrogen uptake ceased. The catalyst was filtered through celite under a blanket of nitrogen. The solvent was removed on a rotary evaporator. 17.4 g of c... Reactants: CC(=O)SCC(Cc1ccc(-c2ccccc2)cc1)C(=O)O, Cc1ccccc1, CN(C)C=O, O=S(Cl)Cl. Product: CC(=O)SCC(Cc1ccc(-c2ccccc2)cc1)C(=O)Cl. RXN SMILES: [C:1]([CH3:2])(=[O:3])[S:4][CH2:5][CH:6]([C:7](=[O:8])[OH:9])[CH2:10][c:11]1[cH:12][cH:13][c:14](-[c:17]2[cH:18][cH:19][cH:20][cH:21][cH:22]2)[cH:15][cH:16]1.[CH3:32][c:33]1[cH:34][cH:35][cH:36][cH:37][cH:38]1.[O:23]=[CH:24][N:25]([CH3:26])[CH3:27].[S:28]([Cl:29])([Cl:30])=[O:31]>>[C:1]([CH3:2])(=[O:3])[S:4][CH2:5][CH:6]([C:7](=[O:8])[Cl:30])[CH2:10][c:11]1[cH:12][cH:13][c:14](-[c:17]2[cH:18][cH:19][cH:20][cH:21][cH:22]2)[cH:15][cH:16]1.